Dataset: the Open Reaction Database (ORD), a public repository of structured organic reaction records. Task: describe an organic reaction: reactants, conditions, products, and yield Reported procedure: A solution of 12M HCl(aq) in MeOH (1:1, 5 ml) was added to N-{[(3aR,4R,6R,6aS)-6-[4-(cyclopropylamino)-7H-pyrrolo[2,3-d]pyrimidin-7-yl]-2,2-dimethyl-hexahydrocyclopenta[d][1,3]dioxol-4-yl]methyl}-N-{4-[6-chloro-5-(trifluoromethyl)-1-{[2-(trimethylsilyl)ethoxy]methyl}-1H-1,3-benzodiazol-2-yl]butyl}methanesulfonamide (155 mg, 0.19 mmol) and stirred at 40° C. for 4 hours. The reaction mixture was concentrated in vacuo. The residue was dissolved in EtOAc (150 ml), washed with sat. NaHCO3 (2×50 ml), ... The reactants are Cl (HCl), C1(CC1)NC=1C2=C(N=CN1)N(C=C2)[C@@H]2C[C@@H]([C@@H]1[C@H]2OC(O1)(C)C)CN(S(=O)(=O)C)CCCCC1=NC2=C(N1COCC[Si](C)(C)C)C=C(C(=C2)C(F)(F)F)Cl (N-{[(3aR,4R,6R,6aS)-6-[4-(cyclopropylamino)-7H-pyrrolo[2,3-d]pyrimidin-7-yl]-2,2-dimethyl-hexahydrocyclopenta[d][1,3]dioxol-4-yl]methyl}-N-{4-[6-chloro-5-(trifluoromethyl)-1-{[2-(trimethylsilyl)ethoxy]methyl}-1H-1,3-benzodiazol-2-yl]butyl}methanesulfonamide). RXN SMILES: Cl.[CH:2]1([NH:5][C:6]2[C:7]3[CH:14]=[CH:13][N:12]([C@H:15]4[C@@H:19]5[O:20]C(C)(C)[O:22][C@@H:18]5[C@@H:17]([CH2:25][N:26]([CH2:31][CH2:32][CH2:33][CH2:34][C:35]5[N:39](COCC[Si](C)(C)C)[C:38]6[CH:48]=[C:49]([Cl:56])[C:50]([C:52]([F:55])([F:54])[F:53])=[CH:51][C:37]=6[N:36]=5)[S:27]([CH3:30])(=[O:29])=[O:28])[CH2:16]4)[C:8]=3[N:9]=[CH:10][N:11]=2)[CH2:4][CH2:3]1>CO>[ClH:56].[Cl:56][C:49]1[C:50]([C:52]([F:55])([F:53])[F:54])=[CH:51][C:37]2[N:36]=[C:35]([CH2:34][CH2:33][CH2:32][CH2:31][N:26]([CH2:25][C@H:17]3[CH2:16][C@@H:15]([N:12]4[C:8]5[N:9]=[CH:10][N:11]=[C:6]([NH:5][CH:2]6[CH2:4][CH2:3]6)[C:7]=5[CH:14]=[CH:13]4)[C@H:19]([OH:20])[C@@H:18]3[OH:22])[S:27]([CH3:30])(=[O:28])=[O:29])[NH:39][C:38]=2[CH:48]=1 |f:3.4|. Run at temperature 40 celsius, time 4 hour. The product is Cl.ClC=1C(=CC2=C(NC(=N2)CCCCN(S(=O)(=O)C)C[C@@H]2[C@H]([C@H]([C@@H](C2)N2C=CC3=C2N=CN=C3NC3CC3)O)O)C1)C(F)(F)F (N-(4-(6-chloro-5-(trifluoromethyl)-1H-benzo[d]imidazol-2-yl)butyl)-N-(((1R,2R,3S,4R)-4-(4-(cyclopropylamino)-7H-pyrrolo[2,3-d]pyrimidin-7-yl)-2,3-dihydroxycyclopentyl)methyl)methanesulfonamide hydrochloride). The solvent is CO (MeOH). The reactants are NC=1C=CC(=C(C1)C=1C(N(C2=CC(=NC=C2C1)Cl)C)=O)C (3-(5-amino-2-methylphenyl)-7-chloro-1-methyl-1,6-naphthyridin-2(1H)-one), C1(=CC=CC=C1)P(C1=CC=CC=C1)C1=CC=CC=C1 (triphenylphosphine), C[Al](C)C (trimethylaluminum), solution, Cl (HCl). The reagents and catalysts are C=1C=CC(=CC1)/C=C/C(=O)/C=C/C2=CC=CC=C2.C=1C=CC(=CC1)/C=C/C(=O)/C=C/C2=CC=CC=C2.C=1C=CC(=CC1)/C=C/C(=O)/C=C/C2=CC=CC=C2.[Pd].[Pd] (Pd2(dba)3). The solvent is O1CCOCC1 (dioxane), C1(=CC=CC=C1)C (toluene). Run at temperature 150 celsius. The product is NC=1C=CC(=C(C1)C=1C(N(C2=CC(=NC=C2C1)C)C)=O)C (3-(5-amino-2-methylphenyl)-1,7-dimethyl-1,6-naphthyridin-2(1H)-one). Reaction SMILES: [NH2:1][C:2]1[CH:3]=[CH:4][C:5]([CH3:21])=[C:6]([C:8]2[C:9](=[O:20])[N:10]([CH3:19])[C:11]3[C:16]([CH:17]=2)=[CH:15][N:14]=[C:13](Cl)[CH:12]=3)[CH:7]=1.[C:22]1(P(C2C=CC=CC=2)C2C=CC=CC=2)C=CC=CC=1.C[Al](C)C.Cl>O1CCOCC1.C1(C)C=CC=CC=1.C1C=CC(/C=C/C(/C=C/C2C=CC=CC=2)=O)=CC=1.C1C=CC(/C=C/C(/C=C/C2C=CC=CC=2)=O)=CC=1.C1C=CC(/C=C/C(/C=C/C2C=CC=CC=2)=O)=CC=1.[Pd].[Pd]>[NH2:1][C:2]1[CH:3]=[CH:4][C:5]([CH3:21])=[C:6]([C:8]2[C:9](=[O:20])[N:10]([CH3:19])[C:11]3[C:16]([CH:17]=2)=[CH:15][N:14]=[C:13]([CH3:22])[CH:12]=3)[CH:7]=1 |f:6.7.8.9.10|. Procedure details: To a solution of 3-(5-amino-2-methylphenyl)-7-chloro-1-methyl-1,6-naphthyridin-2-one 8 (0.53 mmol) in dioxane (3 mL) is added triphenylphosphine (0.08 mmol), Pd2(dba)3 (16 umol) and trimethylaluminum (0.8 mL of a 2.0 molar solution in toluene). The mixture is degassed for 10 minutes then the reaction vial sealed and heated via microwave for 10 minutes at 150° C. The reaction is cooled to rt and poured into 1M HCl (30 mL) and washed with EtOAc. The aqueous layer is made basic with 3M NaOH and ext... Reactants: CC(=O)c1cc(C)cc(Br)c1O, CC(C)c1cccc(C(C)C)c1N, O=S(=O)(O)O. Yields the product CC(=Nc1c(C(C)C)cccc1C(C)C)c1cc(C)cc(Br)c1O. RXN SMILES: [Br:1][c:2]1[c:3]([OH:12])[c:4]([C:9]([CH3:10])=[O:11])[cH:5][c:6]([CH3:8])[cH:7]1.[CH:13]([CH3:14])([CH3:15])[c:16]1[c:17]([NH2:18])[c:19]([CH:23]([CH3:24])[CH3:25])[cH:20][cH:21][cH:22]1.[S:26](=[O:27])(=[O:28])([OH:29])[OH:30]>>[Br:1][c:2]1[c:3]([OH:12])[c:4]([C:9]([CH3:10])=[N:18][c:17]2[c:16]([CH:13]([CH3:14])[CH3:15])[cH:22][cH:21][cH:20][c:19]2[CH:23]([CH3:24])[CH3:25])[cH:5][c:6]([CH3:8])[cH:7]1.